describe an organic reaction: reactants, conditions, products, and yield From a dataset of the Open Reaction Database (ORD), a public repository of structured organic reaction records. Starting materials: [N+](=O)(O)[O-] (nitric acid), ClC1=C(C=CC(=C1)Cl)C (2,4-dichlorotoluene). Run in O (water). Conditions: time 1 hour. Product: ClC1=C(C=C(C(=C1)Cl)[N+](=O)[O-])C (2,4-dichloro-5-nitrotoluene). Reaction SMILES: [N+:1]([O-:4])(O)=[O:2].[Cl:5][C:6]1[CH:11]=[C:10]([Cl:12])[CH:9]=[CH:8][C:7]=1[CH3:13]>O>[Cl:5][C:6]1[CH:11]=[C:10]([Cl:12])[C:9]([N+:1]([O-:4])=[O:2])=[CH:8][C:7]=1[CH3:13]. Reported procedure: To stirred fuming nitric acid (200 ml) at 0° C. was added slowly 2,4-dichlorotoluene (50 g, 0.3mole). Upon completion of addition, the reaction mixture was stirred for one hour, then was poured into water (100 ml). A yellow precipitate was collected by filtration to yield 62.0 g of 2,4-dichloro-5-nitrotoluene, m.p. 40°-44° C.